From a dataset of the Open Reaction Database (ORD), a public repository of structured organic reaction records. describe an organic reaction: reactants, conditions, products, and yield Starting materials: C(C)(C)(C)C1=CC=C(C=C1)N1C(=C(C2=CC=CC=C12)C=O)Cl (1-(4-tert-Butylphenyl)-2-chloro-1H-indole-3-carboxaldehyde), NCCN1CCCC1 (1-(2-aminoethyl)pyrrolidine), Cl (hydrochloric acid). Solvent: CO (methanol). The product is Cl.C(C)(C)(C)C1=CC=C(C=C1)N1C(=C(C2=CC=CC=C12)C=O)NCCN1CCCC1 (1-(4-tert-butylphenyl)-2-(2-pyrrolidin-1-yl-ethylamino)-1H-indole-3-carboxaldehyde hydrochloride). Yield: 20.0%. As a reaction SMILES: [C:1]([C:5]1[CH:10]=[CH:9][C:8]([N:11]2[C:19]3[C:14](=[CH:15][CH:16]=[CH:17][CH:18]=3)[C:13]([CH:20]=[O:21])=[C:12]2[Cl:22])=[CH:7][CH:6]=1)([CH3:4])([CH3:3])[CH3:2].[NH2:23][CH2:24][CH2:25][N:26]1[CH2:30][CH2:29][CH2:28][CH2:27]1.Cl>CO>[ClH:22].[C:1]([C:5]1[CH:10]=[CH:9][C:8]([N:11]2[C:19]3[C:14](=[CH:15][CH:16]=[CH:17][CH:18]=3)[C:13]([CH:20]=[O:21])=[C:12]2[NH:23][CH2:24][CH2:25][N:26]2[CH2:30][CH2:29][CH2:28][CH2:27]2)=[CH:7][CH:6]=1)([CH3:4])([CH3:3])[CH3:2] |f:4.5|. Procedure details: 1-(4-tert-Butylphenyl)-2-chloro-1H-indole-3-carboxaldehyde is reacted with 1-(2-aminoethyl)pyrrolidine as described in Step 2 of Example 29 to obtain oil. The oil is dissolved in small amount of methanol and treated with 1M ethereal hydrochloric acid. The solvents are removed and the residue is triturated with ether to yield 1-(4-tert-butylphenyl)-2-(2-pyrrolidin-1-yl-ethylamino)-1H-indole-3-carboxaldehyde hydrochloride (20% yield) as a light beige solid. ESI/MS 390 (M+H); RT 3.42 min. NMR 10.68... Reactants: carboxylic acid, CC1=C(C(=CC=C1)[N+](=O)[O-])C(=O)OC(=O)C2=C(C=CC=C2[N+](=O)[O-])C (MNBA), COC(CNC(C(C(C)C)NC([C@@H](CSC(C1=CC=CC=C1)(C1=CC=CC=C1)C1=CC=CC=C1)NC(=O)C1(CC1)NC(C[C@@H](\C=C\CCSC(C1=CC=CC=C1)(C1=CC=CC=C1)C1=CC=CC=C1)O)=O)=O)=O)=O ([2-((S)-2-{[1-((E)-(S)-3-Hydroxy-7-tritylsulfanyl-hept-4-enoylamino)-cyclopropanecarbonyl]-amino}-3-tritylsulfanyl-propionylamino)-3-methyl-butyrylamino]-acetic acid methyl ester), [Li+].[OH-] (LiOH), carboxylic acid. The reagents and catalysts are CN(C)C=1C=CN=CC1 (DMAP). Solvent: C(Cl)Cl (CH2Cl2), C1CCOC1 (THF), O (H2O), C(Cl)Cl (CH2Cl2), C1CCOC1 (THF). Reaction conditions: time 2 hour. The product is C(C)(C)C1C(NCC(O[C@@H](CC(NC2(CC2)C(N[C@@H](C(N1)=O)CSC(C1=CC=CC=C1)(C1=CC=CC=C1)C1=CC=CC=C1)=O)=O)\C=C\CCSC(C1=CC=CC=C1)(C1=CC=CC=C1)C1=CC=CC=C1)=O)=O ((7S,16S)-13-Isopropyl-7-((E)-4-tritylsulfanyl-but-1-enyl)-16-tritylsulfanylmethyl-8-oxa-4,11,14,17-tetraaza-spiro[2.15]octadecane-5,9,12,15,18-pentaone). The yield is 49.6%. RXN SMILES: C[O:2][C:3](=O)[CH2:4][NH:5][C:6](=[O:72])[CH:7]([NH:11][C:12](=[O:71])[C@H:13]([NH:35][C:36]([C:38]1([NH:41][C:42](=[O:70])[CH2:43][C@H:44](O)/[CH:45]=[CH:46]/[CH2:47][CH2:48][S:49][C:50]([C:63]2[CH:68]=[CH:67][CH:66]=[CH:65][CH:64]=2)([C:57]2[CH:62]=[CH:61][CH:60]=[CH:59][CH:58]=2)[C:51]2[CH:56]=[CH:55][CH:54]=[CH:53][CH:52]=2)[CH2:40][CH2:39]1)=[O:37])[CH2:14][S:15][C:16]([C:29]1[CH:34]=[CH:33][CH:32]=[CH:31][CH:30]=1)([C:23]1[CH:28]=[CH:27][CH:26]=[CH:25][CH:24]=1)[C:17]1[CH:22]=[CH:21][CH:20]=[CH:19][CH:18]=1)[CH:8]([CH3:10])[CH3:9].[Li+].[OH-:75].CC1C=CC=C([N+]([O-])=O)C=1C(OC(C1C([N+]([O-])=O)=CC=CC=1C)=O)=O>C1COCC1.O.CN(C1C=CN=CC=1)C.C(Cl)Cl>[CH:8]([CH:7]1[NH:11][C:12](=[O:71])[C@@H:13]([CH2:14][S:15][C:16]([C:17]2[CH:18]=[CH:19][CH:20]=[CH:21][CH:22]=2)([C:23]2[CH:24]=[CH:25][CH:26]=[CH:27][CH:28]=2)[C:29]2[CH:34]=[CH:33][CH:32]=[CH:31][CH:30]=2)[NH:35][C:36](=[O:37])[C:38]2([CH2:39][CH2:40]2)[NH:41][C:42](=[O:70])[CH2:43][C@@H:44](/[CH:45]=[CH:46]/[CH2:47][CH2:48][S:49][C:50]([C:51]2[CH:52]=[CH:53][CH:54]=[CH:55][CH:56]=2)([C:63]2[CH:68]=[CH:67][CH:66]=[CH:65][CH:64]=2)[C:57]2[CH:62]=[CH:61][CH:60]=[CH:59][CH:58]=2)[O:75][C:3](=[O:2])[CH2:4][NH:5][C:6]1=[O:72])([CH3:10])[CH3:9] |f:1.2|. Procedure: To a solution of 4 (171 mg, 0.17 mmol, 1 eq) in THF (6 mL) at 0° C. was added a solution of LiOH (6.0 mg, 0.25 mmol, 1.5 eq) in H2O (2 mL) dropwise. The mixture was stirred for 2 h, then quenched with 1N HCl (2 mL) and brine (10 mL). The organic layer was separated and the resulting aqueous layer was further extracted with EtOAc (2×15 mL) and CH2Cl2 (15 mL). The combined organic extracts were dried over MgSO4 and the solvent was removed in vacuo. The resulting carboxylic acid was then dried unde... Reactants: O=C([O-])O, Cc1cc(C=O)cc(C)c1OCc1ccccc1, CO, ClCCl, [K+], [Na+], [Na+], [OH-], O, O=C(OO)c1cccc(Cl)c1, O=S([O-])O. The product is Cc1cc(O)cc(C)c1OCc1ccccc1. RXN SMILES: [C:30](=[O:31])([OH:32])[O-:33].[CH3:1][c:2]1[cH:3][c:4]([CH:5]=[O:6])[cH:7][c:8]([CH3:18])[c:9]1[O:10][CH2:11][c:12]1[cH:13][cH:14][cH:15][cH:16][cH:17]1.[CH3:45][OH:46].[Cl:42][CH2:43][Cl:44].[K+:41].[Na+:34].[Na+:39].[OH-:40].[OH2:47].[OH:19][O:20][C:21]([c:22]1[cH:23][c:24]([Cl:25])[cH:26][cH:27][cH:28]1)=[O:29].[S:35](=[O:36])([OH:37])[O-:38]>>[CH3:1][c:2]1[cH:3][c:4]([OH:19])[cH:7][c:8]([CH3:18])[c:9]1[O:10][CH2:11][c:12]1[cH:13][cH:14][cH:15][cH:16][cH:17]1. Starting materials: N1CCC2=CC=CC=C12 (indoline), ClCl (chlorine), C(=O)=O (carbon dioxide), C(C)(=O)OC(C)=O (acetic acid anhydride), C([O-])([O-])=O.[Na+].[Na+] (sodium carbonate). Solvent: C(Cl)(Cl)Cl (chloroform), O (water), O (water). Run at time 1 hour. The product is ClC=1C=C2CCN(C2=CC1)C(C)=O (5-chloro-1-acetyl-indoline). RXN SMILES: [NH:1]1[C:9]2[C:4](=[CH:5][CH:6]=[CH:7][CH:8]=2)[CH2:3][CH2:2]1.[C:10]([O:13]C(=O)C)(=O)[CH3:11].C(=O)([O-])[O-].[Na+].[Na+].C(=O)=O.[Cl:26]Cl>O.C(Cl)(Cl)Cl>[Cl:26][C:6]1[CH:5]=[C:4]2[C:9](=[CH:8][CH:7]=1)[N:1]([C:10](=[O:13])[CH3:11])[CH2:2][CH2:3]2 |f:2.3.4|. Procedure: 1428 g (12 moles) of indoline and 3000 ml of chloroform were admixed with stirring with 1350 g (132 moles) of acetic acid anhydride with cooling to keep the temperature at 20° to 30° C. and the mixture was stirred for one hour. Then, 600 ml of water were added thereto followed by addition in portions over 71/2 hours to the mixture of 702 g (6.6 moles) of sodium carbonate with vigorous stirring and external cooling during which carbon dioxide evolved. Within 7.5 hours 937 g (13.2 moles) of chlori... The reactants are CO, Cc1cc([N+](=O)[O-])c(C)cc1C1COC(=O)N1. Product: Cc1cc(C2COC(=O)N2)c(C)cc1N. Reaction SMILES: [CH3:18][OH:19].[CH3:1][c:2]1[c:3]([CH:12]2[NH:13][C:14](=[O:17])[O:15][CH2:16]2)[cH:4][c:5]([CH3:11])[c:6]([N+:8]([O-:9])=[O:10])[cH:7]1>>[CH3:1][c:2]1[c:3]([CH:12]2[NH:13][C:14](=[O:17])[O:15][CH2:16]2)[cH:4][c:5]([CH3:11])[c:6]([NH2:8])[cH:7]1. Starting materials: ClC1=CC=2NC=3N(C(C2C=N1)=O)N=CC3 (6-Chloropyrazolo[1,5-a]pyrido[4,3-d]pyrimidin-9(4H)-one), [H][H] (hydrogen). Reagents/catalysts: [Pd] (palladium on charcoal), C(C)N(CC)CC (triethylamine). Run in CN(C=O)C (dimethylformamide). Product: N1=CC=C2N1C(C1=C(N2)C=CN=C1)=O (Pyrazolo[1,5-a]pyrido[4,3-d]pyrimidin-9(4H)-one). As a reaction SMILES: Cl[C:2]1[N:11]=[CH:10][C:9]2[C:8](=[O:12])[N:7]3[N:13]=[CH:14][CH:15]=[C:6]3[NH:5][C:4]=2[CH:3]=1.[H][H]>C(N(CC)CC)C.[Pd].CN(C)C=O>[N:13]1[N:7]2[C:8](=[O:12])[C:9]3[CH:10]=[N:11][CH:2]=[CH:3][C:4]=3[NH:5][C:6]2=[CH:15][CH:14]=1. Procedure details: 22 g. of 6-chloropyrazolo[1,5-a]pyrido[4,3-d]pyrimidin-9(4H)-one of Example 1 are hydrogenated in 200 ml. of dimethylformamide in the presence of 15 g. of triethylamine and 10% palladium on charcoal as catalyst at 80° and 3 atmospheres hydrogen pressure. When the theoretical amount of hydrogen has been absorbed, the reaction is stopped and the mixture is filtered after cooling to room temperature. After evaporation of the solvent, the crystalline residue, pyrazolo[1,5-a]pyrido[4,3-d]pyrimidin-9(...